From a dataset of the Open Reaction Database (ORD), a public repository of structured organic reaction records. describe an organic reaction: reactants, conditions, products, and yield Starting materials: [Br-], C=CCBr, CCCC[N+](CCCC)(CCCC)CCCC, ClCCl, [Na+], [OH-], C#CCOc1ccc(CCNC(=O)C(O)Cc2ccc(C)cc2)cc1OC. Yields the product C#CCOc1ccc(CCNC(=O)C(Cc2ccc(C)cc2)OCC=C)cc1OC. Reaction SMILES: [Br-:34].[CH2:1]([CH:2]=[CH2:3])[Br:4].[CH3:35][CH2:36][CH2:37][CH2:38][N+:39]([CH2:40][CH2:41][CH2:42][CH3:43])([CH2:44][CH2:45][CH2:46][CH3:47])[CH2:48][CH2:49][CH2:50][CH3:51].[Cl:52][CH2:53][Cl:54].[Na+:33].[OH-:32].[OH:5][CH:6]([C:7](=[O:8])[NH:9][CH2:10][CH2:11][c:12]1[cH:13][c:14]([O:22][CH3:23])[c:15]([O:18][CH2:19][C:20]#[CH:21])[cH:16][cH:17]1)[CH2:24][c:25]1[cH:26][cH:27][c:28]([CH3:31])[cH:29][cH:30]1>>[CH2:1]([CH:2]=[CH2:3])[O:5][CH:6]([C:7](=[O:8])[NH:9][CH2:10][CH2:11][c:12]1[cH:13][c:14]([O:22][CH3:23])[c:15]([O:18][CH2:19][C:20]#[CH:21])[cH:16][cH:17]1)[CH2:24][c:25]1[cH:26][cH:27][c:28]([CH3:31])[cH:29][cH:30]1. The reactants are FC1(CC(CCN(C1)C1=C(C=NN1C)[N+](=O)[O-])N)F (6,6-difluoro-1-(1-methyl-4-nitro-1H-pyrazol-5-yl)azepan-4-amine), C=O (formaldehyde), C(#N)[BH3-].[Na+] (sodium cyanoborohydride), C=O (formaldehyde), C(#N)[BH3-].[Na+] (sodium cyanoborohydride). Solvent: CO.C1CCOC1 (MeOH THF). Reaction conditions: time 5 minute. The product is FC1(CC(CCN(C1)C1=C(C=NN1C)[N+](=O)[O-])N(C)C)F (6,6-difluoro-N,N-dimethyl-1-(1-methyl-4-nitro-1H-pyrazol-5-yl)azepan-4-amine). As a reaction SMILES: [F:1][C:2]1([F:19])[CH2:8][N:7]([C:9]2[N:13]([CH3:14])[N:12]=[CH:11][C:10]=2[N+:15]([O-:17])=[O:16])[CH2:6][CH2:5][CH:4](N)[CH2:3]1.[CH2:20]=O.[C:22]([BH3-])#[N:23].[Na+]>CO.C1COCC1>[F:1][C:2]1([F:19])[CH2:8][N:7]([C:9]2[N:13]([CH3:14])[N:12]=[CH:11][C:10]=2[N+:15]([O-:17])=[O:16])[CH2:6][CH2:5][CH:4]([N:23]([CH3:22])[CH3:20])[CH2:3]1 |f:2.3,4.5|. Reported procedure: To a solution of tert-butyl 6,6-difluoro-1-(1-methyl-4-nitro-1H-pyrazol-5-yl)azepan-4-ylcarbamate (0.96 g, 2.56 mmol) in MeOH (3 mL) was added HCl in 1,4-dioxane (4 M, 12.8 mL, 51.2 mmol) and the solution was stirred at room temperature for 16 hr. The solvents were removed under reduced pressure and the residue was dissolved in DCM (30 mL). The organic layer was washed with saturated aqueous NaHCO3 solution (30 mL), dried over Na2SO4 and the solvent removed under reduced pressure to give 6,6-dif... Starting materials: CCC=CCC=CCC=CCCCCCCCC(=O)O, ClC(Cl)Cl, O=C(Cl)C(=O)Cl. Product: CCC=CCC=CCC=CCCCCCCCC(=O)Cl. Reaction SMILES: [C:1]([CH2:2][CH2:3][CH2:4][CH2:5][CH2:6][CH2:7][CH2:8][CH:9]=[CH:10][CH2:11][CH:12]=[CH:13][CH2:14][CH:15]=[CH:16][CH2:17][CH3:18])(=[O:19])[OH:20].[CH:27]([Cl:28])([Cl:29])[Cl:30].[Cl:21][C:22]([C:23]([Cl:24])=[O:25])=[O:26]>>[C:1]([CH2:2][CH2:3][CH2:4][CH2:5][CH2:6][CH2:7][CH2:8][CH:9]=[CH:10][CH2:11][CH:12]=[CH:13][CH2:14][CH:15]=[CH:16][CH2:17][CH3:18])(=[O:20])[Cl:21]. Starting materials: CC1=CC=C(C=C1)S(=O)(=O)OC1CSCC1 (3-(p-methylphenylsulfonyloxy)thiolane), C(C)(=S)[O-].[K+] (potassium thioacetate), C(C)(=S)[O-].[K+] (potassium thioacetate), CC1=CC=C(C=C1)S(=O)(=O)OC1CCSCC1 (4-(p-methylphenylsulfonyloxy)thiane). Run in CN(C=O)C (dimethylformamide). As a reaction SMILES: C[C:2]1[CH:7]=C[C:5]([S:8](OC2CCSC2)(=O)=O)=[CH:4][CH:3]=1.[C:17]([O-:20])(=[S:19])[CH3:18].[K+].CC1C=CC(S(OC2CCSCC2)(=O)=O)=CC=1>CN(C)C=O>[CH3:18][C:17]([S:19][CH:3]1[CH2:4][CH2:5][S:8][CH2:7][CH2:2]1)=[O:20] |f:1.2|. Reported procedure: Similar procedures employed in Preparation J in reacting 3-(p-methylphenylsulfonyloxy)thiolane with potassium thioacetate by reacting 4-(p-methylphenylsulfonyloxy)thiane and 1.5 equivalents of potassium thioacetate at 80° C. in dimethylformamide to obtain 4-methylcarbonylthiothiane in 69% yield after chromatography on silica gel eluted with 10% ethyl acetate/hexane. The NMR spectrum of a deuterochloroform solution of 4-methylcarbonylthiothiane had peaks at 1.62-2.2 (4H, m); 2.32 (3H, s); 2.5-2.8... The yield is 69.0%. The product is CC(=O)SC1CCSCC1 (4-methylcarbonylthiothiane). Reactants: C(Cl)(Cl)Cl (chloroform), O1CCCC=C1 (2,3-dihydropyran), C1(=CC=C(C=C1)S(=O)(=O)O)C (p-toluenesulfonic acid), BrCC(C)O (1-bromo-2-propanol). The solvent is ClCCl (dichloromethane). Yields the product BrCC(C)OC1OCCCC1 (1-bromo-2-(tetrahydropyran-2-yl)oxypropane). As a reaction SMILES: [Br:1][CH2:2][CH:3]([OH:5])[CH3:4].[O:6]1[CH:11]=[CH:10][CH2:9][CH2:8][CH2:7]1.C1(C)C=CC(S(O)(=O)=O)=CC=1.C(Cl)(Cl)Cl>ClCCl>[Br:1][CH2:2][CH:3]([O:5][CH:7]1[CH2:8][CH2:9][CH2:10][CH2:11][O:6]1)[CH3:4]. Procedure details: 5.0 ml of 1-bromo-2-propanol was dissolved in 40 ml of dry dichloromethane, and 7.6 ml of 2,3-dihydropyran and 237 mg of dry p-toluenesulfonic acid were added thereto. The mixture was reacted at room temperature for 5 hours and then diluted by an addition of 250 ml of chloroform. The mixture was washed sequentially with a 4% sodium hydrogencarbonate aqueous solution and a saturated sodium chloride aqueous solution. Then, the chloroform layer was dried over anhydrous magnesium sulfate. After filt... Reactants: OC[C@H]1N[C@H](C=2NC3=CC=CC=C3C2C1)C ((1S,3S)-3-hydroxymethyl-1-methyl-1,2,3,4-tetrahydro-β-carboline), ClC1=CC=C(CCl)C=C1 (4-chlorobenzyl chloride), [OH-].[Na+] (NaOH), C(=S)=S (CS2). The solvent is CO (methanol), C(C)O (ethanol). The product is OC[C@H]1N([C@H](C=2NC3=CC=CC=C3C2C1)C)C(=S)SCC1=CC=C(C=C1)Cl (4-Chlorobenzyl (1S, 3S)-3-hydroxymethyl-1-methyl-1,2,3,4-tetrahydro-β-carboline-2-carbodithioate). Isolated yield 70.1%. As a reaction SMILES: [OH:1][CH2:2][C@@H:3]1[CH2:15][C:14]2[C:13]3[C:8](=[CH:9][CH:10]=[CH:11][CH:12]=3)[NH:7][C:6]=2[C@H:5]([CH3:16])[NH:4]1.[OH-].[Na+].[C:19](=[S:21])=[S:20].[Cl:22][C:23]1[CH:30]=[CH:29][C:26]([CH2:27]Cl)=[CH:25][CH:24]=1>CO.C(O)C>[OH:1][CH2:2][C@@H:3]1[CH2:15][C:14]2[C:13]3[C:8](=[CH:9][CH:10]=[CH:11][CH:12]=3)[NH:7][C:6]=2[C@H:5]([CH3:16])[N:4]1[C:19]([S:21][CH2:27][C:26]1[CH:29]=[CH:30][C:23]([Cl:22])=[CH:24][CH:25]=1)=[S:20] |f:1.2|. Reported procedure: In the same manner as described in Example 13 by using (1S,3S)-3-hydroxymethyl-1-methyl-1,2,3,4-tetrahydro-β-carboline (216 mg), 2N NaOH (1.5 ml), CS2 (228 mg), 4-chlorobenzyl chloride (480 mg) and 80% ethanol (5 ml), there is prepared the title compound (292 mg, 70%) as white powder, [α]D20 +136.4° (c=1.1, methanol). NMR (CDCl3, δ): 1.63 (d, J=6.5 Hz, 3H, C1 --CH3), 4.57 (s, 2H, CSSCH2 -C6H4 -p-Cl), Mass m/e: 291 (M+ -CH2C6H4 -p-Cl), 258 (M+ -p-Cl-C6H4 -CH2SH).